describe an organic reaction: reactants, conditions, products, and yield From a dataset of the Open Reaction Database (ORD), a public repository of structured organic reaction records. Starting materials: FC=1C=C(C=CC1[N+](=O)[O-])O (3-fluoro-4-nitrophenol), O1CCCC=C1 (3,4-dihydro-2H-pyran), C1(=CC=C(C=C1)S(=O)(=O)[O-])C.[NH+]1=CC=CC=C1 (pyridinium p-toluenesulfonate). The solvent is ClCCl (dicloromethane). Conditions: time 8 hour. The product is O1C(CCCC1)OC1=CC(=C(C=C1)[N+](=O)[O-])F (4-Nitro-3-fluorophenyl tetrahydropyranyl ether). RXN SMILES: [F:1][C:2]1[CH:3]=[C:4]([OH:11])[CH:5]=[CH:6][C:7]=1[N+:8]([O-:10])=[O:9].[O:12]1[CH:17]=[CH:16][CH2:15][CH2:14][CH2:13]1.C1(C)C=CC(S([O-])(=O)=O)=CC=1.[NH+]1C=CC=CC=1>ClCCl>[O:12]1[CH2:17][CH2:16][CH2:15][CH2:14][CH:13]1[O:11][C:4]1[CH:5]=[CH:6][C:7]([N+:8]([O-:10])=[O:9])=[C:2]([F:1])[CH:3]=1 |f:2.3|. Reported procedure: To the mixture of 3-fluoro-4-nitrophenol (25 g, 0.160 mol) and 3,4-dihydro-2H-pyran (14 g, 0.167 mol)in dicloromethane (200 ml), pyridinium p-toluenesulfonate (4.0 g, 16 mol) was added portionly under ice-water bath. After overnight at room temperature, the reaction mixture was pored to Si-column chromatography. Eluting by Hexane Ethyl acetate (3:1), the desired product was obtained at 35.5 g (92%) as light yellow solid. Reactants: C(C1=CC=CC=C1)(C1=CC=CC=C1)(C1=CC=CC=C1)S[C@H]1[C@H](OC(C)=O)[C@@H](OC(C)=O)[C@H](OC(C)=O)[C@H](O1)COC(C)=O (S-Trityl-2,3,4,6-tetra-O-acetyl-1-thio-β-D-glucopyranose), C[O-].[Na+] (sodium methoxide), [Na] (sodium). The solvent is CO (methanol), CO (methanol). Reaction conditions: time 1 hour. Yields the product C(C1=CC=CC=C1)(C1=CC=CC=C1)(C1=CC=CC=C1)S[C@H]1[C@H](O)[C@@H](O)[C@H](O)[C@H](O1)CO (S-trityl-1-thio-β-D-glucopyranose). As a reaction SMILES: [C:1]([S:20][C@@H:21]1[O:38][C@H:37]([CH2:39][O:40]C(=O)C)[C@@H:32]([O:33]C(=O)C)[C@H:27]([O:28]C(=O)C)[C@H:22]1[O:23]C(=O)C)([C:14]1[CH:19]=[CH:18][CH:17]=[CH:16][CH:15]=1)([C:8]1[CH:13]=[CH:12][CH:11]=[CH:10][CH:9]=1)[C:2]1[CH:7]=[CH:6][CH:5]=[CH:4][CH:3]=1.C[O-].[Na+].[Na]>CO>[C:1]([S:20][C@@H:21]1[O:38][C@H:37]([CH2:39][OH:40])[C@@H:32]([OH:33])[C@H:27]([OH:28])[C@H:22]1[OH:23])([C:14]1[CH:19]=[CH:18][CH:17]=[CH:16][CH:15]=1)([C:8]1[CH:9]=[CH:10][CH:11]=[CH:12][CH:13]=1)[C:2]1[CH:7]=[CH:6][CH:5]=[CH:4][CH:3]=1 |f:1.2,^1:46|. Procedure details: S-Trityl-2,3,4,6-tetra-O-acetyl-1-thio-β-D-glucopyranose (21.0 g.) was suspended in 90 ml. of methanol, cooled to -15° C. and a solution of sodium methoxide prepared from 0.21 g. of sodium and 75 ml. of methanol was added. The mixture was stirred for 1 hour at room temperature, then concentrated under reduced pressure to give a solid residue. The residue was triturated with water, then chloroform was added. The mixture was filtered and concentrated to give a solid residue which was dried by azeo... The reactants are CC(C)(C)OC(=O)N1CCc2[nH]c3c(C#N)cccc3c2C1, ClCCl, O=C(O)C(F)(F)F, [K+], [K+], O=C([O-])[O-]. Product: N#Cc1cccc2c3c([nH]c12)CCNC3. As a reaction SMILES: [C:1]([O:2][C:3](=[O:4])[N:8]1[CH2:9][c:10]2[c:11]([nH:12][c:13]3[c:14]([C:19]#[N:20])[cH:15][cH:16][cH:17][c:18]23)[CH2:21][CH2:22]1)([CH3:5])([CH3:6])[CH3:7].[Cl:36][CH2:37][Cl:38].[F:23][C:24]([F:25])([F:26])[C:27]([OH:28])=[O:29].[K+:30].[K+:31].[O-:32][C:33]([O-:34])=[O:35]>>[NH:8]1[CH2:9][c:10]2[c:11]([nH:12][c:13]3[c:14]([C:19]#[N:20])[cH:15][cH:16][cH:17][c:18]23)[CH2:21][CH2:22]1. The reactants are C(C)C1=C(OC2=C(C=CC=C2)[C@@](CCCCOC)(O)[C@H]2CN(CCC2)C(=O)OC(C)(C)C)C=CC=C1 ((R)-tert-butyl 3-((S)-1-(2-(2-ethylphenoxy)phenyl)-1-hydroxy-5-methoxypentyl)piperidine-1-carboxylate), [OH-].[Na+] (NaOH). The solvent is CC#N (MeCN), CC#N (MeCN), Cl (HCl). Run at time 8 hour. Yields the product C(C)C1=C(OC2=C(C=CC=C2)[C@@](CCCCOC)(O)[C@H]2CNCCC2)C=CC=C1 ((S)-1-(2-(2-ethylphenoxy)phenyl)-5-methoxy-1-((R)-piperidin-3-yl)pentan-1-ol). The yield is 96.9%. RXN SMILES: [CH2:1]([C:3]1[CH:36]=[CH:35][CH:34]=[CH:33][C:4]=1[O:5][C:6]1[CH:11]=[CH:10][CH:9]=[CH:8][C:7]=1[C@:12]([C@@H:20]1[CH2:25][CH2:24][CH2:23][N:22](C(OC(C)(C)C)=O)[CH2:21]1)([OH:19])[CH2:13][CH2:14][CH2:15][CH2:16][O:17][CH3:18])[CH3:2].[OH-].[Na+]>CC#N.Cl>[CH2:1]([C:3]1[CH:36]=[CH:35][CH:34]=[CH:33][C:4]=1[O:5][C:6]1[CH:11]=[CH:10][CH:9]=[CH:8][C:7]=1[C@:12]([C@@H:20]1[CH2:25][CH2:24][CH2:23][NH:22][CH2:21]1)([OH:19])[CH2:13][CH2:14][CH2:15][CH2:16][O:17][CH3:18])[CH3:2] |f:1.2|. Reported procedure: To a solution of (R)-tert-butyl 3-((S)-1-(2-(2-ethylphenoxy)phenyl)-1-hydroxy-5-methoxypentyl)piperidine-1-carboxylate (1.50 g, 3.01 mmol) in MeCN (50 mL), 2 N aq. HCl (50 mL) was added slowly at rt. The resulting solution was stirred at room temperature overnight, then basified to pH=10 with 10 N aq NaOH aq, and MeCN was removed under vacuum. The aqueous residue was extracted with CH2Cl2 (4×10 mL). The combined organic layers were washed with brine and dried over Na2SO4. The solvent was removed...